Dataset: the Open Reaction Database (ORD), a public repository of structured organic reaction records. Task: describe an organic reaction: reactants, conditions, products, and yield Starting materials: CCOP(=O)(Cc1ccc(C#N)c(F)c1)OCC, CCCCC(=O)c1sc(-c2ccc(C(F)(F)F)cc2)nc1C, [H-], [Na+], C1CCOC1. Yields the product CCCCC(=Cc1ccc(C#N)c(F)c1)c1sc(-c2ccc(C(F)(F)F)cc2)nc1C. RXN SMILES: [CH2:1]([O:2][P:3](=[O:4])([O:5][CH2:6][CH3:7])[CH2:9][c:10]1[cH:11][c:12]([F:18])[c:13]([C:16]#[N:17])[cH:14][cH:15]1)[CH3:8].[CH3:21][c:22]1[n:23][c:24](-[c:33]2[cH:34][cH:35][c:36]([C:39]([F:40])([F:41])[F:42])[cH:37][cH:38]2)[s:25][c:26]1[C:27]([CH2:28][CH2:29][CH2:30][CH3:31])=[O:32].[H-:19].[Na+:20].[O:43]1[CH2:44][CH2:45][CH2:46][CH2:47]1>>[CH:9]([c:10]1[cH:11][c:12]([F:18])[c:13]([C:16]#[N:17])[cH:14][cH:15]1)=[C:27]([c:26]1[c:22]([CH3:21])[n:23][c:24](-[c:33]2[cH:34][cH:35][c:36]([C:39]([F:40])([F:41])[F:42])[cH:37][cH:38]2)[s:25]1)[CH2:28][CH2:29][CH2:30][CH3:31]. Reactants: C(CCC)[Li] (n-butyl lithium), [N+](=O)([O-])C=1C=C(C=O)C=CC1 (3-nitrobenzaldehyde). The solvent is O1CCCC1 (tetrahydrofuran), O1CCCC1 (tetrahydrofuran). Run at time 1 hour. Product: C(=CCCCCCCCC)C=1C=C(C=CC1)[N+](=O)[O-] (3-(1-decenyl)nitrobenzene). Reaction SMILES: [CH2:1]([Li])[CH2:2][CH2:3][CH3:4].[N+:6]([C:9]1[CH:10]=[C:11]([CH:14]=[CH:15][CH:16]=1)[CH:12]=O)([O-:8])=[O:7]>O1CCCC1>[CH:12]([C:11]1[CH:10]=[C:9]([N+:6]([O-:8])=[O:7])[CH:16]=[CH:15][CH:14]=1)=[CH:4][CH2:3][CH2:2][CH2:1][CH2:15][CH2:16][CH2:9][CH2:10][CH3:11]. Reported procedure: phosphonium salt (141 g) obtained from n-nonyl bromide (115 ml) and triphenylphosphine (78.5 g) was dissolved in dry tetrahydrofuran (500 ml) and thereto was dropwise added n-butyl lithium (372 ml, 1.6M hexane solution) over not less than 1 hour at 0° C. After the dropwise addition, the reaction mixture was stirred at said temperature for 30 minutes and at room temperature for 1 hour, and a solution of 3-nitrobenzaldehyde (45.3 g) in tetrahydrofuran (150 ml) was dropwise added thereto at 0° C. o... Reactants: CN(C=O)C (dimethylformamide), O (water), ice water, C(C1=CC=CC=C1)N1CCC(CC1)(O)CC1=C(C=C(C=C1)Cl)F (1-benzyl-4-(4-chloro-2-fluorobenzyl)-4-piperidinol), [H-].[Na+] (sodium hydride), hydrogen chloride salt. Run in CCCCCC (hexane), CCOCC (ether), C1=CC=CC=C1 (benzene), C1=CC=CC=C1 (benzene). Product: Cl.C(C1=CC=CC=C1)N1CCC2(CC1)OC1=C(C2)C=CC(=C1)Cl (2,3-dihydro-1' -benzyl-6-chlorospiro[benzofuran-2,4'-piperidine]hydrochloride). RXN SMILES: [CH2:1]([N:8]1[CH2:13][CH2:12][C:11]([CH2:15][C:16]2[CH:21]=[CH:20][C:19]([Cl:22])=[CH:18][C:17]=2F)([OH:14])[CH2:10][CH2:9]1)[C:2]1[CH:7]=[CH:6][CH:5]=[CH:4][CH:3]=1.[H-].[Na+].CN(C)C=O.O>C1C=CC=CC=1.CCCCCC.CCOCC>[ClH:22].[CH2:1]([N:8]1[CH2:13][CH2:12][C:11]2([CH2:15][C:16]3[CH:21]=[CH:20][C:19]([Cl:22])=[CH:18][C:17]=3[O:14]2)[CH2:10][CH2:9]1)[C:2]1[CH:7]=[CH:6][CH:5]=[CH:4][CH:3]=1 |f:1.2,8.9|. Procedure details: A solution of 8.3 g of 1-benzyl-4-(4-chloro-2-fluorobenzyl)-4-piperidinol in 75 ml of benzene is added dropwise to a stirred suspension at ambient temperature of 1.5 g of sodium hydride (50% oil dispersion) in 100 ml of benzene. After total addition, the reaction mixture is brought to reflux before adding 35 ml of dimethylformamide. Thereafter, the reaction mixture is sequentially refluxed for 15 minutes, cooled to ambient temperature, and diluted by the dropwise addition of 100 ml of water. The...